This data is from the Open Reaction Database (ORD), a public repository of structured organic reaction records. The task is: describe an organic reaction: reactants, conditions, products, and yield The reactants are [H-].[Na+] (sodium hydride), ClC1=CC(=NC=N1)C(=O)C1=CC2=C(NC(O2)=O)C(=C1)C (6-(6-chloropyrimidine-4-carbonyl)-4-methyl-3H-benzoxazol-2-one), C(C)I (ethyl iodide). Run in ice water, CN(C)C=O (DMF). Conditions: time 30 minute. Product: ClC1=CC(=NC=N1)C(=O)C1=CC2=C(N(C(O2)=O)CC)C(=C1)C (6-(6-chloro-pyrimidine-4-carbonyl)-3-ethyl-4-methyl-3H-benzoxazol-2-one). As a reaction SMILES: [H-].[Na+].[Cl:3][C:4]1[N:9]=[CH:8][N:7]=[C:6]([C:10]([C:12]2[CH:21]=[C:20]([CH3:22])[C:15]3[NH:16][C:17](=[O:19])[O:18][C:14]=3[CH:13]=2)=[O:11])[CH:5]=1.[CH2:23](I)[CH3:24]>CN(C=O)C>[Cl:3][C:4]1[N:9]=[CH:8][N:7]=[C:6]([C:10]([C:12]2[CH:21]=[C:20]([CH3:22])[C:15]3[N:16]([CH2:23][CH3:24])[C:17](=[O:19])[O:18][C:14]=3[CH:13]=2)=[O:11])[CH:5]=1 |f:0.1|. Procedure: 44 mg (1.0 mmol) sodium hydride (55%, suspension in mineral oil) were added to 0.25 g (0.86 mmol) 6-(6-chloropyrimidine-4-carbonyl)-4-methyl-3H-benzoxazol-2-one in 2.0 mL DMF and the mixture was stirred for 30 min at RT. Then 98 μL (1.2 mmol) ethyl iodide were added and the mixture was stirred for 1 h at RT. The reaction mixture was diluted with ice water and extracted with EtOAc. The organic phase was washed with water, dried on sodium sulphate, filtered and evaporated down i. vac. The residue ... The reactants are CC(=O)O, Cn1nc(-c2cc(F)c([N+](=O)[O-])cc2F)cc1C(F)(F)F, O, O=S(=O)(Cl)Cl. Yields the product Cn1nc(-c2cc(F)c([N+](=O)[O-])cc2F)c(Cl)c1C(F)(F)F. As a reaction SMILES: [CH3:27][C:28](=[O:29])[OH:30].[F:1][c:2]1[c:3](-[c:12]2[n:13][n:14]([CH3:21])[c:15]([C:17]([F:18])([F:19])[F:20])[cH:16]2)[cH:4][c:5]([F:11])[c:6]([N+:8](=[O:9])[O-:10])[cH:7]1.[OH2:31].[S:22]([Cl:23])(=[O:24])([Cl:25])=[O:26]>>[F:1][c:2]1[c:3](-[c:12]2[n:13][n:14]([CH3:21])[c:15]([C:17]([F:18])([F:19])[F:20])[c:16]2[Cl:25])[cH:4][c:5]([F:11])[c:6]([N+:8](=[O:9])[O-:10])[cH:7]1. The reactants are FC1=C(C(=CC(=C1)COC)F)C1=C(C=CC(=N1)C(=O)NC=1C(=C2C(=NC1)C(CC2)O)N2C[C@H](C[C@H](C2)C)NC(OC(C)(C)C)=O)F (tert-butyl ((3S,5R)-1-{3-[({6-[2,6-difluoro-4-(methoxymethyl)phenyl]-5-fluoropyridin-2-yl}carbonyl)amino]-7-hydroxy-6,7-dihydro-5H-cyclopenta[b]pyridin-4-yl}-5-methylpiperidin-3-yl)carbamate), C(=O)(C(F)(F)F)O (TFA). The solvent is C(Cl)Cl (DCM). Conditions: time 2 hour. Product: N[C@@H]1CN(C[C@@H](C1)C)C1=C2C(=NC=C1NC(=O)C1=NC(=C(C=C1)F)C1=C(C=C(C=C1F)COC)F)C(CC2)O (N-{4-[(3S,5R)-3-Amino-5-methylpiperidin-1-yl]-7-hydroxy-6,7-dihydro-5H-cyclopenta[b]pyridin-3-yl}-6-[2,6-difluoro-4-(methoxymethyl)phenyl]-5-fluoropyridine-2-carboxamide). As a reaction SMILES: [F:1][C:2]1[CH:7]=[C:6]([CH2:8][O:9][CH3:10])[CH:5]=[C:4]([F:11])[C:3]=1[C:12]1[N:17]=[C:16]([C:18]([NH:20][C:21]2[C:22]([N:31]3[CH2:36][C@H:35]([CH3:37])[CH2:34][C@H:33]([NH:38]C(=O)OC(C)(C)C)[CH2:32]3)=[C:23]3[CH2:29][CH2:28][CH:27]([OH:30])[C:24]3=[N:25][CH:26]=2)=[O:19])[CH:15]=[CH:14][C:13]=1[F:46].C(O)(C(F)(F)F)=O>C(Cl)Cl>[NH2:38][C@H:33]1[CH2:34][C@@H:35]([CH3:37])[CH2:36][N:31]([C:22]2[C:21]([NH:20][C:18]([C:16]3[CH:15]=[CH:14][C:13]([F:46])=[C:12]([C:3]4[C:2]([F:1])=[CH:7][C:6]([CH2:8][O:9][CH3:10])=[CH:5][C:4]=4[F:11])[N:17]=3)=[O:19])=[CH:26][N:25]=[C:24]3[CH:27]([OH:30])[CH2:28][CH2:29][C:23]=23)[CH2:32]1. Procedure: The alcohol intermediated was treated with TFA (6 mL) and DCM (6 mL). The mixture was stirred at room temperature for 2 h, and then concentrated under reduced pressure. The resulting residue was purified by preparative LCMS (Waters SunFire™ C18 column, 19 mm×100 mm, 5 μm particle size, eluting with a gradient of MeCN/water containing 0.1% NH4OH, at flow rate of 30 mL/min.) to afford two diastereoisomers of the title compound as white powders. Starting materials: NCCCN1CCN(CC1)CC1=CC=C(C=C1)F (1-(3-aminopropyl)-4-(4-fluorobenzyl)-piperazine), C1(CCCCC1)N=C=O (cyclohexyl isocyanate). Solvent: C(Cl)Cl (methylene chloride). The product is FC1=CC=C(CN2CCN(CC2)CCCNC(=O)NC2CCCCC2)C=C1 (1-{3-[4-(4-fluorobenzyl)-piperazin-1-yl]propyl}-3-cyclohexylurea). Yield: 85.0%. As a reaction SMILES: [NH2:1][CH2:2][CH2:3][CH2:4][N:5]1[CH2:10][CH2:9][N:8]([CH2:11][C:12]2[CH:17]=[CH:16][C:15]([F:18])=[CH:14][CH:13]=2)[CH2:7][CH2:6]1.[CH:19]1([N:25]=[C:26]=[O:27])[CH2:24][CH2:23][CH2:22][CH2:21][CH2:20]1>C(Cl)Cl>[F:18][C:15]1[CH:14]=[CH:13][C:12]([CH2:11][N:8]2[CH2:9][CH2:10][N:5]([CH2:4][CH2:3][CH2:2][NH:1][C:26]([NH:25][CH:19]3[CH2:24][CH2:23][CH2:22][CH2:21][CH2:20]3)=[O:27])[CH2:6][CH2:7]2)=[CH:17][CH:16]=1. Procedure details: A solution of 1-(3-aminopropyl)-4-(4-fluorobenzyl)-piperazine (2.0 g; 8 mmole) and cyclohexyl isocyanate (1.0 g; 8 mmole) in methylene chloride (20 ml) was stirred overnight at room temperature. The reaction mixture was evaporated, and the residue was mixed with ether (20 ml). The ether solution was filtered, and the filtrate was applied to a silica gel column (300 g) and developed in the same solvent. Fractions containing the product were eluted with methylene chloride/methanol/ammonium hydroxi... The reactants are S(=O)(=O)([O-])OOS(=O)(=O)[O-].[NH4+].[NH4+] (ammonium persulfate), S(=O)(=O)(OCCCCCCCCCCCC)[O-].[Na+] (sodium lauryl sulfate), S(=O)(=O)(OCCCCCCCCCCCC)[O-].[Na+] (sodium lauryl sulfate), C(C=C)(=O)OCC (ethyl acrylate), C(C(=C)C)(=O)O (methacrylic acid). Solvent: O (water), O (water). Conditions: temperature 85 celsius. The product is C(C=C)(=O)OCC.C(C(=C)C)(=O)O (ethyl acrylate methacrylic acid). Reaction SMILES: S([O-])(OCCCCCCCCCCCC)(=O)=O.[Na+].[C:19]([O:23][CH2:24][CH3:25])(=[O:22])[CH:20]=[CH2:21].[C:26]([OH:31])(=[O:30])[C:27]([CH3:29])=[CH2:28].S(OOS([O-])(=O)=O)([O-])(=O)=O.[NH4+].[NH4+]>O>[C:19]([O:23][CH2:24][CH3:25])(=[O:22])[CH:20]=[CH2:21].[C:26]([OH:31])(=[O:30])[C:27]([CH3:29])=[CH2:28] |f:0.1,4.5.6,8.9|. Procedure: Into an agitator equipped first (feed) reactor containing 68.6 grams of deionized water (D.I.) and 6.67 grams of sodium lauryl sulfate (30% active in water wt./wt.), 130.4 grams of ethyl acrylate and 69 grams of methacrylic acid are added under nitrogen atmosphere and mixed at 500 rpm to form a monomer emulsion. To an agitator equipped second reactor are added 1,340 grams of deionized water and 3.17 grams of sodium lauryl sulfate (30% active in water wt./wt.). The contents of the second reactor ...